Dataset: the Open Reaction Database (ORD), a public repository of structured organic reaction records. Task: describe an organic reaction: reactants, conditions, products, and yield Reactants: O=C([O-])[O-], COc1cc2ncn(Cc3ccccc3)c(=O)c2cc1O, CN(C)C=O, CS(=O)(=O)OC1CCC2(CC1)OCCO2, [K+], [K+], O. Product: COc1cc2ncn(Cc3ccccc3)c(=O)c2cc1OC1CCC2(CC1)OCCO2. As a reaction SMILES: [C:1](=[O:2])([O-:3])[O-:4].[CH2:22]([c:23]1[cH:24][cH:25][cH:26][cH:27][cH:28]1)[n:29]1[cH:30][n:31][c:32]2[cH:33][c:34]([O:41][CH3:42])[c:35]([OH:40])[cH:36][c:37]2[c:38]1=[O:39].[CH3:44][N:45]([CH3:46])[CH:47]=[O:48].[CH3:7][S:8](=[O:9])(=[O:10])[O:11][CH:12]1[CH2:13][CH2:14][C:15]2([O:16][CH2:17][CH2:18][O:19]2)[CH2:20][CH2:21]1.[K+:5].[K+:6].[OH2:43]>>[O:11]([CH:12]1[CH2:13][CH2:14][C:15]2([O:16][CH2:17][CH2:18][O:19]2)[CH2:20][CH2:21]1)[c:35]1[c:34]([O:41][CH3:42])[cH:33][c:32]2[n:31][cH:30][n:29]([CH2:22][c:23]3[cH:24][cH:25][cH:26][cH:27][cH:28]3)[c:38](=[O:39])[c:37]2[cH:36]1. The reactants are FC1=C(C=CC(=C1)C)I (2-fluoro-1-iodo-4-methyl-benzene), BrC1=C(C=CC(=C1)F)S (2-bromo-4-fluoro-benzenethiol). The product is BrC1=C(C=CC(=C1)F)SC1=C(C=C(C=C1)C)F (1-Bromo-2-(2-fluoro-4-methyl-phenylsulfanyl)-5-fluoro-benzene). RXN SMILES: [F:1][C:2]1[CH:7]=[C:6]([CH3:8])[CH:5]=[CH:4][C:3]=1I.[Br:10][C:11]1[CH:16]=[C:15]([F:17])[CH:14]=[CH:13][C:12]=1[SH:18]>>[Br:10][C:11]1[CH:16]=[C:15]([F:17])[CH:14]=[CH:13][C:12]=1[S:18][C:3]1[CH:4]=[CH:5][C:6]([CH3:8])=[CH:7][C:2]=1[F:1]. Procedure: Prepared from 2-fluoro-1-iodo-4-methyl-benzene and 2-bromo-4-fluoro-benzenethiol. Starting materials: O=C(O)c1ccc(Br)s1, Cc1ccc2cccc(N)c2n1. Reagents/catalysts: C1CCN(C1)[P+](N2CCCC2)(N3CCCC3)ON4C5=C(C=CC=N5)N=N4.F[P-](F)(F)(F)(F)F (PyAOP), CCN(C(C)C)C(C)C (DIPEA). Run in CN(C)C=O (DMF), CN(C)C=O (DMF), CN(C)C=O (DMF), CN(C)C=O (DMF), CN(C)C=O (DMF), CN(C)C=O (DMF). Reaction conditions: temperature 25 celsius, time 2 hour. The product is Cc1ccc2cccc(NC(=O)c3ccc(Br)s3)c2n1. The yield is 57.1%. Reaction SMILES: Cc1ccc2cccc(N)c2n1.O=C(O)c1ccc(Br)s1.C1CCN(C1)[P+](N2CCCC2)(N3CCCC3)ON4C5=C(C=CC=N5)N=N4.F[P-](F)(F)(F)(F)F.CCN(C(C)C)C(C)C.CN(C)C=O>>Cc1ccc2cccc(NC(=O)c3ccc(Br)s3)c2n1. Starting materials: OCC1(C(N(CCCC1)C)=O)C1=CC(=CC=C1)O (3-hydroxymethyl-3-(3-hydroxy-phenyl)-1-methyl-azepan-2-one), C1(=CC=CC=C1)P(C1=CC=CC=C1)C1=CC=CC=C1 (triphenylphosphine), C(Br)(Br)(Br)Br (carbon tetrabromide). Solvent: C(Cl)Cl (CH2Cl2). Conditions: time 16 hour. Product: BrCC1(C(N(CCCC1)C)=O)C1=CC(=CC=C1)O (3-bromomethyl-3-(3-hydroxy-phenyl)-1-methyl-azepan-2-one). As a reaction SMILES: O[CH2:2][C:3]1([C:12]2[CH:17]=[CH:16][CH:15]=[C:14]([OH:18])[CH:13]=2)[CH2:9][CH2:8][CH2:7][CH2:6][N:5]([CH3:10])[C:4]1=[O:11].C1(P(C2C=CC=CC=2)C2C=CC=CC=2)C=CC=CC=1.C(Br)(Br)(Br)[Br:39]>C(Cl)Cl>[Br:39][CH2:2][C:3]1([C:12]2[CH:17]=[CH:16][CH:15]=[C:14]([OH:18])[CH:13]=2)[CH2:9][CH2:8][CH2:7][CH2:6][N:5]([CH3:10])[C:4]1=[O:11]. Procedure details: 3-Hydroxymethyl-3-(3-hydroxy-phenyl)-1-methyl-azepan-2-one (as described in Example 6, Step B) (0.60 g, 2.40 mmol), triphenylphosphine (0.94 g, 3.60 mmol), and carbon tetrabromide (1.19 g, 3.60 mmol) were dissolved in CH2Cl2 (15 mL), stirred under Ar for 16 h, then the solution was concentrated in vacuo and purified using SiO2 chromatography (0.5% MeOH/CH2Cl2) to give the title compound.